This data is from the Open Reaction Database (ORD), a public repository of structured organic reaction records. The task is: describe an organic reaction: reactants, conditions, products, and yield Reactants: CC(=O)O[BH-](OC(C)=O)OC(C)=O, CC(=O)O, ClCCl, Nc1cccc(F)c1, [Na+], CC(C)(C)OC(=O)N1CCC(=O)CC1. Product: CC(C)(C)OC(=O)N1CCC(Nc2cccc(F)c2)CC1. RXN SMILES: [C:27]([O:28][BH-:29]([O:30][C:31](=[O:32])[CH3:33])[O:34][C:35](=[O:36])[CH3:37])(=[O:38])[CH3:39].[CH3:23][C:24](=[O:25])[OH:26].[Cl:41][CH2:42][Cl:43].[NH2:15][c:16]1[cH:17][cH:18][cH:19][c:20]([F:21])[cH:22]1.[Na+:40].[O:1]=[C:2]1[CH2:3][CH2:4][N:5]([C:8](=[O:9])[O:10][C:11]([CH3:12])([CH3:13])[CH3:14])[CH2:6][CH2:7]1>>[CH:2]1([NH:15][c:16]2[cH:17][cH:18][cH:19][c:20]([F:21])[cH:22]2)[CH2:3][CH2:4][N:5]([C:8](=[O:9])[O:10][C:11]([CH3:12])([CH3:13])[CH3:14])[CH2:6][CH2:7]1.